This data is from the Open Reaction Database (ORD), a public repository of structured organic reaction records. The task is: describe an organic reaction: reactants, conditions, products, and yield The reactants are C1CO1 (ethylene oxide), C1C(C)O1 (propylene oxide), glucose polyoxyalkylene glycol ether, C1(C(O)C(O)C(=O)O1)=O (tartaric anhydride). The product is O=C[C@H](O)[C@@H](O)[C@H](O)[C@H](O)CO (glucose), ester. Yield: 20.0%. RXN SMILES: [CH2:1]1[O:3][CH2:2]1.C1[O:7]C1C.[C:8]1(=O)[O:15][C:13](=[O:14])[CH:11]([OH:12])[CH:9]1[OH:10]>>[O:14]=[CH:13][C@@H:11]([C@H:9]([C@@H:8]([C@@H:2]([CH2:1][OH:3])[OH:7])[OH:15])[OH:10])[OH:12]. Procedure: 1 mol of glucose was addition-polymerized with 25 mol of ethylene oxide and 25 mol of propylene oxide, the obtained glucose-polyoxyalkylene glycol ether compound was reacted with 5 mol of tartaric anhydride to form a half ester, and the ester was reacted with 5 mol of N-hydroxyglutal imide to prepare crosslinking agent 5. ##STR12## The reactants are FC=1C(=C(C(=O)O)C=CC1F)O (3,4-difluoro-2-hydroxybenzoic acid), S(O)(O)(=O)=O (sulfuric acid), CO (MeOH). Run in O (water). Yields the product FC=1C(=C(C(=O)OC)C=CC1F)O (Methyl 3,4-difluoro-2-hydroxybenzoate). Reaction SMILES: [F:1][C:2]1[C:3]([OH:12])=[C:4]([CH:8]=[CH:9][C:10]=1[F:11])[C:5]([OH:7])=[O:6].S(=O)(=O)(O)O.[CH3:18]O>O>[F:1][C:2]1[C:3]([OH:12])=[C:4]([CH:8]=[CH:9][C:10]=1[F:11])[C:5]([O:7][CH3:18])=[O:6]. Reported procedure: A solution of 3,4-difluoro-2-hydroxybenzoic acid (6.45 g, 37.05 mmol) and sulfuric acid (6 ml, 113 mmol) in MeOH (25 ml) was heated at reflux overnight. The mixture was diluted with water and extracted with ether. The ether was washed with aqueous NaHCO3, water and brine. The combined aqueous layers were twice more extracted with ether, which was washed with NaHCO3, water, and brine. The combined ether extracts were dried (MgSO4) and concentrated to give 6.4 g of product as a white solid. The reactants are NC=1C=C(CN2N=C(N=N2)C2=C3CCCN(C3=CC=C2)C(CCCOC2=C(C(=CC=C2)C)C)=O)C=CC1 (1-(5-(2-(3-aminobenzyl)-2H-tetrazol-5-yl)-3,4-dihydroquinolin-1(2H)-yl)-4-(2,3-dimethylphenoxy)butan-1-one), N1(CCNCC1)CCS(=O)(=O)O (2-(piperazin-1-yl)ethanesulfonic acid), NCC=1C=C(C=CC1)C1=C2CCCN(C2=CC=C1)C(CCCOC1=C(C(=CC=C1)C)C)=O (1-(5-(3-(aminomethyl)phenyl)-3,4-dihydroquinolin-1(2H)-yl)-4-(2,3-dimethylphenoxy)butan-1-one), NCCS(=O)(=O)O (taurine). Yields the product CC1=C(OCCCC(=O)N2CCCC3=C(C=CC=C23)C=2C=C(CNC(=O)N3CCN(CC3)CCS(=O)(=O)O)C=CC2)C=CC=C1C (2-(4-(3-(1-(4-(2,3-Dimethylphenoxy)butanoyl)-1,2,3,4-tetrahydroquinolin-5-yl)benzylcarbamoyl)piperazin-1-yl)ethanesulfonic acid). RXN SMILES: NC1C=C(C=CC=1)CN1N=NC(C2C=CC=[C:17]3[C:12]=2C[CH2:14][CH2:15][N:16]3[C:21](=[O:34])CCCOC2C=CC=C(C)C=2C)=N1.[NH2:38][CH2:39][C:40]1[CH:41]=[C:42]([C:46]2[CH:55]=[CH:54][CH:53]=[C:52]3[C:47]=2[CH2:48][CH2:49][CH2:50][N:51]3[C:56](=[O:69])[CH2:57][CH2:58][CH2:59][O:60][C:61]2[CH:66]=[CH:65][CH:64]=[C:63]([CH3:67])[C:62]=2[CH3:68])[CH:43]=[CH:44][CH:45]=1.[NH2:70][CH2:71][CH2:72][S:73]([OH:76])(=[O:75])=[O:74].N1(CCS(O)(=O)=O)CCNCC1>>[CH3:68][C:62]1[C:63]([CH3:67])=[CH:64][CH:65]=[CH:66][C:61]=1[O:60][CH2:59][CH2:58][CH2:57][C:56]([N:51]1[C:52]2[C:47](=[C:46]([C:42]3[CH:41]=[C:40]([CH:45]=[CH:44][CH:43]=3)[CH2:39][NH:38][C:21]([N:16]3[CH2:17][CH2:12][N:70]([CH2:71][CH2:72][S:73]([OH:76])(=[O:75])=[O:74])[CH2:14][CH2:15]3)=[O:34])[CH:55]=[CH:54][CH:53]=2)[CH2:48][CH2:49][CH2:50]1)=[O:69]. Procedure details: Example 118 was prepared using a procedure analogous to Example 115 except that 1-(5-(2-(3-aminobenzyl)-2H-tetrazol-5-yl)-3,4-dihydroquinolin-1(2H)-yl)-4-(2,3-dimethylphenoxy)butan-1-one was replaced with 1-(5-(3-(aminomethyl)phenyl)-3,4-dihydroquinolin-1(2H)-yl)-4-(2,3-dimethylphenoxy)butan-1-one and taurine was replaced with 2-(piperazin-1-yl)ethanesulfonic acid. LCMS, [M+H]+=649.3. 1H NMR (400 MHz, MeOD) δ 7.48-7.30 (m, 4H), 7.28-7.17 (m, 2H), 7.13-7.00 (m, 2H), 6.79 (d, J=7.5 Hz, 1H), 6.75 (... The reactants are CC1=C(C=CC=C1)N1CCC=2C(=NC=3C(=CC=CC3C21)OCC(F)(F)F)Cl (1-(2-Methylphenyl)-4-chloro-6-β,β,β-trifluoroethoxy-2,3-dihydropyrrolo[3,2-c]quinoline), NCCCO (3-amino-1-propanol). Yields the product CC1=C(C=CC=C1)N1CCC=2C(=NC=3C(=CC=CC3C21)OCC(F)(F)F)NCCCO (1-(2-methylphenyl)-4-[(3-hydroxy-propyl)amino]-6-β,β,β-trifluoroethoxy-2,3-dihydropyrrolo[3,2-c]quinoline). RXN SMILES: [CH3:1][C:2]1[CH:7]=[CH:6][CH:5]=[CH:4][C:3]=1[N:8]1[C:20]2[C:19]3[CH:18]=[CH:17][CH:16]=[C:15]([O:21][CH2:22][C:23]([F:26])([F:25])[F:24])[C:14]=3[N:13]=[C:12](Cl)[C:11]=2[CH2:10][CH2:9]1.[NH2:28][CH2:29][CH2:30][CH2:31][OH:32]>>[CH3:1][C:2]1[CH:7]=[CH:6][CH:5]=[CH:4][C:3]=1[N:8]1[C:20]2[C:19]3[CH:18]=[CH:17][CH:16]=[C:15]([O:21][CH2:22][C:23]([F:26])([F:25])[F:24])[C:14]=3[N:13]=[C:12]([NH:28][CH2:29][CH2:30][CH2:31][OH:32])[C:11]=2[CH2:10][CH2:9]1. Procedure details: 1-(2-Methylphenyl)-4-chloro-6-β,β,β-trifluoroethoxy-2,3-dihydropyrrolo[3,2-c]quinoline(500 mg, 1.3 mmol) was dissolved in 3-amino-1-propanol(5.0 ml), and reacted at the same condition of Step 6 in the Example 30 to obtain 496 mg of desired compound as solid in 90% of yield.